From a dataset of the Open Reaction Database (ORD), a public repository of structured organic reaction records. describe an organic reaction: reactants, conditions, products, and yield Reaction SMILES: Cl[C:2]1[CH:9]=[CH:8][C:5]([C:6]#[N:7])=[C:4]([CH3:10])[N:3]=1.O.[NH2:12][NH2:13].O>C(O)C>[NH:12]([C:2]1[CH:9]=[CH:8][C:5]([C:6]#[N:7])=[C:4]([CH3:10])[N:3]=1)[NH2:13] |f:1.2|. Product: N(N)C1=NC(=C(C#N)C=C1)C (6-hydrazinyl-2-methylnicotinonitrile). Reactants: ClC1=NC(=C(C#N)C=C1)C (6-chloro-2-methylnicotinonitrile), O.NN (hydrazine monohydrate), O (water). Yield: 59.9%. Conditions: temperature 80 celsius. Procedure details: To a suspension of 6-chloro-2-methylnicotinonitrile (6.2 mmol) in 6.2 mL of ethanol, hydrazine monohydrate (9.3 mmol) was added. The resulting mixture was then heated to 80° C. overnight. The mixture was cooled to room temperature and 2 mL of water was added. It was heated to 80° C. again to a clear solution and then allowed to cool down to room temperature and finally in an ice-bath. The solid was collected by filtration, washed with cold 50% ethanol, and dried under vacuum to give 550 mg of th... The solvent is C(C)O (ethanol).